From a dataset of the Open Reaction Database (ORD), a public repository of structured organic reaction records. describe an organic reaction: reactants, conditions, products, and yield The reactants are 200.2g, C(C(=C)C)(=O)OC (methyl methacrylate), 187g, CCCCCC (n-hexane), CCOCC (ether), CCCCCC (n-hexane). Reagents/catalysts: C[O-].[Na+] (sodium methylate). Run in C(CCC)O (n-butyl alcohol), C(CCC)O (n-butyl alcohol), CO (methanol). Product: C(C(=C)C)(=O)OCCCC (n-butyl methacrylate). Isolated yield 95.1%. RXN SMILES: [C:1]([O:6][CH3:7])(=[O:5])[C:2]([CH3:4])=[CH2:3].[CH3:8][CH2:9][CH2:10]CCC.CCOCC>C[O-].[Na+].C(O)CCC.CO>[C:1]([O:6][CH2:7][CH2:8][CH2:9][CH3:10])(=[O:5])[C:2]([CH3:4])=[CH2:3] |f:3.4|. Procedure: A 74.1g (0.1 mole) amount of n-butyl alcohol, 200.2g (2.0 mols) of methyl methacrylate, 187g (2.18 mols) of n-hexane and 0.17 g of hydroquinonemonomethyl ether were added to the apparatus described in Example 1 and were heated and agitated under full reflux to remove water from the reaction system. The amount of water obtained in the reaction solution was 0.001 mol. To the reaction solution was added 0.0035 mol of sodium methylate as a catalyst and the solution was heated and agitated. An azeotr... Starting materials: CC(C)(C)C(=O)OCCl, [Na+], O=C([O-])c1cnccn1. Yields the product CC(C)(C)C(=O)OCOC(=O)c1cnccn1. Reaction SMILES: [C:11]([C:12]([CH3:13])([CH3:14])[CH3:15])(=[O:16])[O:17][CH2:18][Cl:19].[Na+:10].[n:1]1[c:2]([C:7](=[O:8])[O-:9])[cH:3][n:4][cH:5][cH:6]1>>[n:1]1[c:2]([C:7](=[O:8])[O:9][CH2:18][O:17][C:11]([C:12]([CH3:13])([CH3:14])[CH3:15])=[O:16])[cH:3][n:4][cH:5][cH:6]1. Reactants: BrBr (Bromine), C(C)(=O)C1=C(N(C=O)C)C=C(C(=C1)OC)OC (2'-acetyl-4',5'-dimethoxy-N-methylformanilide). Run in C(C)(=O)O (acetic acid), ClCCl (dichloromethane). Conditions: time 45 minute. The product is BrCC(=O)C1=C(N(C=O)C)C=C(C(=C1)OC)OC (2'-(2-bromoacetyl)-4',5'-dimethoxy-N-methylformanilide). As a reaction SMILES: [Br:1]Br.[C:3]([C:6]1[CH:15]=[C:14]([O:16][CH3:17])[C:13]([O:18][CH3:19])=[CH:12][C:7]=1[N:8]([CH3:11])[CH:9]=[O:10])(=[O:5])[CH3:4]>C(O)(=O)C.ClCCl>[Br:1][CH2:4][C:3]([C:6]1[CH:15]=[C:14]([O:16][CH3:17])[C:13]([O:18][CH3:19])=[CH:12][C:7]=1[N:8]([CH3:11])[CH:9]=[O:10])=[O:5]. Reported procedure: Bromine (1.57 ml) was added dropwise over a period of 5 minutes to a stirred solution of 2'-acetyl-4',5'-dimethoxy-N-methylformanilide (7.13 g) in glacial acetic acid (35 ml) at ambient temperature. The mixture was stirred for 45 minutes and then diluted with dichloromethane (350 ml) before washing with saturated aqueous sodium sulphite (175 ml) then aqueous sodium bicarbonate (1M, 350 ml). The mixture was dried over magnesium sulphate and the solvent was removed by evaporation to give crude 2'-... The reactants are C(C)(C)(C)C1=CC=C(C=C1)C1=NC=NC(=C1)Cl (4-(4-tert-butyl-phenyl)-6-chloro-pyrimidine), CC=1SC2=C(N1)C=C(C=C2)O (2-methyl-benzothiazol-5-ol), [H-].[Na+] (NaH). The solvent is CN(C)C=O (DMF). Conditions: time 4 hour. Product: C(C)(C)(C)C1=CC=C(C=C1)C1=CC(=NC=N1)OC=1C=CC2=C(N=C(S2)C)C1 (5-[6-(4-tert-Butyl-phenyl)-pyrimidin-4-yloxy]-2-methyl-benzothiazole). As a reaction SMILES: [C:1]([C:5]1[CH:10]=[CH:9][C:8]([C:11]2[CH:16]=[C:15](Cl)[N:14]=[CH:13][N:12]=2)=[CH:7][CH:6]=1)([CH3:4])([CH3:3])[CH3:2].[CH3:18][C:19]1[S:20][C:21]2[CH:27]=[CH:26][C:25]([OH:28])=[CH:24][C:22]=2[N:23]=1.[H-].[Na+]>CN(C=O)C>[C:1]([C:5]1[CH:10]=[CH:9][C:8]([C:11]2[N:12]=[CH:13][N:14]=[C:15]([O:28][C:25]3[CH:26]=[CH:27][C:21]4[S:20][C:19]([CH3:18])=[N:23][C:22]=4[CH:24]=3)[CH:16]=2)=[CH:7][CH:6]=1)([CH3:4])([CH3:3])[CH3:2] |f:2.3|. Reported procedure: To a 100-mL, round-bottomed flask containing 4-(4-tert-butyl-phenyl)-6-chloro-pyrimidine, (Example 1(a)), (0.15 g, 0.61 mmol) and 2-methyl-benzothiazol-5-ol (0.14 g, 0.85 mmol, Aldrich) in DMF (10 mL), was added NaH (34 mg, 0.85 mmol, 60% in mineral oil, Aldrich) at room temperature. The solution was then stirred at room temperature for 4 h. After the solvent was removed in vacuum, EtOAc (10 mL) was added to the residue, and the organic layer was washed with water (8 mL), dried over Na2SO4, filt... Yields the product BrC1=CC=C(C=C1)C1=CCC(CC1)CCCCC (1-(p-bromophenyl)-4-n-pentylcyclohexene). Procedure: 236 Grams (1 mol) of p-dibromobenzene and 1 l of dry toluene were introduced into a three-neck flask in dry nitrogen atmosphere to carry out dissolution with stirring at 50° C. To the resulting solution was dropwise added 525 ml of a hexane solution of 1.67 N commercial n-butyllithium (0.88 mol), over 30 minutes. After dropping, the temperature was maintained at 50° C. further for 30 minutes, and then lowered down to 25° C. To this solution was dropwise added a solution obtained by dissolving 13... The yield is 65.1%. Conditions: temperature 50 celsius, time 30 minute. Starting materials: Cl (hydrochloric acid), BrC1=CC=C(C=C1)Br (p-dibromobenzene), C(CCC)[Li] (n-butyllithium), C(CCCC)C1CCC(CC1)=O (4-n-pentylcyclohexanone). As a reaction SMILES: Br[C:2]1[CH:7]=[CH:6][C:5]([Br:8])=[CH:4][CH:3]=1.C([Li])CCC.[CH2:14]([CH:19]1[CH2:24][CH2:23][C:22](=O)[CH2:21][CH2:20]1)[CH2:15][CH2:16][CH2:17][CH3:18].Cl>C1(C)C=CC=CC=1.CCCCCC>[Br:8][C:5]1[CH:6]=[CH:7][C:2]([C:22]2[CH2:23][CH2:24][CH:19]([CH2:14][CH2:15][CH2:16][CH2:17][CH3:18])[CH2:20][CH:21]=2)=[CH:3][CH:4]=1. Solvent: C1(=CC=CC=C1)C (toluene), C1(=CC=CC=C1)C (toluene), CCCCCC (hexane). Starting materials: CC1=C2C(C(=O)OC2=O)=CC=C1 (3-methylphthalic anhydride), C(C(C)C)N (isobutylamine), C1(=CC=C(C=C1)S(=O)(=O)O)C (para-toluenesulfonic acid). Solvent: C1(=CC=CC=C1)C (toluene). Reaction conditions: temperature 140 celsius, time 16 hour. The product is C(C(C)C)N1C(C=2C(C1=O)=C(C=CC2)C)=O (N-isobutyl-3-methylphthalimide). RXN SMILES: [CH3:1][C:2]1[CH:12]=[CH:11][CH:10]=[C:4]2[C:5]([O:7][C:8](=[O:9])[C:3]=12)=O.[CH2:13]([NH2:17])[CH:14]([CH3:16])[CH3:15].C1(C)C=CC(S(O)(=O)=O)=CC=1>C1(C)C=CC=CC=1>[CH2:13]([N:17]1[C:8](=[O:9])[C:3]2=[C:2]([CH3:1])[CH:12]=[CH:11][CH:10]=[C:4]2[C:5]1=[O:7])[CH:14]([CH3:16])[CH3:15]. Reported procedure: N-Isobutyl-3-methylphthalimide is prepared as described in Example 2, starting with 5.0 g of 3-methylphthalic anhydride, 3.0 cm3 of isobutylamine and a catalytic amount of para-toluenesulfonic acid in 50 cm3 of toluene. The reaction mixture is heated at a temperature in the region of 140° C. for 2.5 hours and then stirred at a temperature in the region of 20° C. for 16 hours. The reaction mixture is concentrated to dryness under reduced pressure (2 kPa) at a temperature in the region of 40° C. T...